This data is from the Open Reaction Database (ORD), a public repository of structured organic reaction records. The task is: describe an organic reaction: reactants, conditions, products, and yield Starting materials: CS(=O)(=O)Oc1cc([N+](=O)[O-])c(F)cc1Cl, Cl, [Fe], [Na+], [OH-], O. The product is CS(=O)(=O)Oc1cc(N)c(F)cc1Cl. RXN SMILES: [CH3:1][S:2](=[O:3])(=[O:4])[O:5][c:6]1[c:7]([Cl:16])[cH:8][c:9]([F:15])[c:10]([N+:12]([O-:13])=[O:14])[cH:11]1.[ClH:17].[Fe:21].[Na+:19].[OH-:18].[OH2:20]>>[CH3:1][S:2](=[O:3])(=[O:4])[O:5][c:6]1[c:7]([Cl:16])[cH:8][c:9]([F:15])[c:10]([NH2:12])[cH:11]1. Starting materials: CC(C)(C)OC(=O)N1CCC(c2ccc(-c3ccc4c(c3)OCO4)cn2)CC1, ClCCl, O=C(O)C(F)(F)F, [Na+], [OH-], O. Product: c1cc(C2CCNCC2)ncc1-c1ccc2c(c1)OCO2. As a reaction SMILES: [C:1]([O:2][C:3](=[O:4])[N:8]1[CH2:9][CH2:10][CH:11]([c:14]2[n:15][cH:16][c:17](-[c:20]3[cH:21][c:22]4[c:23]([cH:27][cH:28]3)[O:24][CH2:25][O:26]4)[cH:18][cH:19]2)[CH2:12][CH2:13]1)([CH3:5])([CH3:6])[CH3:7].[Cl:39][CH2:40][Cl:41].[F:29][C:30]([F:31])([F:32])[C:33]([OH:34])=[O:35].[Na+:38].[OH-:37].[OH2:36]>>[NH:8]1[CH2:9][CH2:10][CH:11]([c:14]2[n:15][cH:16][c:17](-[c:20]3[cH:21][c:22]4[c:23]([cH:27][cH:28]3)[O:24][CH2:25][O:26]4)[cH:18][cH:19]2)[CH2:12][CH2:13]1. Reaction SMILES: [CH2:94]([Br:95])[c:96]1[cH:97][cH:98][cH:99][cH:100][cH:101]1.[CH3:1][N:2]([C:3]([CH:4]1[CH2:5][CH:6]([S:7][CH2:8][c:9]2[cH:10][cH:11][c:12]([O:13][CH3:14])[cH:15][cH:16]2)[CH2:17][N:18]1[S:19]([c:20]1[cH:21][cH:22][c:23]2[c:24]([cH:25][cH:26][cH:27][cH:28]2)[cH:29]1)(=[O:30])=[O:31])=[O:32])[NH:33][S:34]([c:35]1[cH:36][cH:37][c:38]([CH3:39])[cH:40][cH:41]1)(=[O:42])=[O:43].[CH3:44][N:45]([N:46]([S:47](=[O:48])(=[O:49])[c:50]1[cH:51][cH:52][c:53]([CH3:56])[cH:54][cH:55]1)[CH2:57][c:58]1[cH:59][cH:60][cH:61][cH:62][cH:63]1)[C:64](=[O:65])[CH:66]1[N:67]([S:81](=[O:82])(=[O:83])[c:84]2[cH:85][c:86]3[cH:87][cH:88][cH:89][cH:90][c:91]3[cH:92][cH:93]2)[CH2:68][CH:69]([S:71][CH2:72][c:73]2[cH:74][cH:75][c:76]([O:77][CH3:78])[cH:79][cH:80]2)[CH2:70]1>>[CH3:44][N:45]([N:46]([S:47](=[O:48])(=[O:49])[c:50]1[cH:51][cH:52][c:53]([CH3:56])[cH:54][cH:55]1)[CH2:57][c:58]1[cH:59][cH:60][cH:61][cH:62][cH:63]1)[C:64](=[O:65])[CH:66]1[N:67]([S:81](=[O:82])(=[O:83])[c:84]2[cH:85][c:86]3[cH:87][cH:88][cH:89][cH:90][c:91]3[cH:92][cH:93]2)[CH2:68][CH:69]([SH:71])[CH2:70]1. Product: Cc1ccc(S(=O)(=O)N(Cc2ccccc2)N(C)C(=O)C2CC(S)CN2S(=O)(=O)c2ccc3ccccc3c2)cc1. Reactants: BrCc1ccccc1, COc1ccc(CSC2CC(C(=O)N(C)NS(=O)(=O)c3ccc(C)cc3)N(S(=O)(=O)c3ccc4ccccc4c3)C2)cc1, COc1ccc(CSC2CC(C(=O)N(C)N(Cc3ccccc3)S(=O)(=O)c3ccc(C)cc3)N(S(=O)(=O)c3ccc4ccccc4c3)C2)cc1. Reactants: [Al+3], CCOC(=O)c1oc2cccc(OC)c2c1C, [Cl-], [Cl-], [Cl-], ClCCCl, Cl, O=C(Cl)c1cccs1. Yields the product CCOC(=O)c1oc2c(C(=O)c3cccs3)ccc(OC)c2c1C. Reaction SMILES: [Al+3:27].[CH3:1][c:2]1[c:3]([C:13](=[O:14])[O:15][CH2:16][CH3:17])[o:4][c:5]2[c:6]1[c:7]([O:11][CH3:12])[cH:8][cH:9][cH:10]2.[Cl-:26].[Cl-:28].[Cl-:29].[Cl:31][CH2:32][CH2:33][Cl:34].[ClH:30].[s:18]1[c:19]([C:23](=[O:24])[Cl:25])[cH:20][cH:21][cH:22]1>>[CH3:1][c:2]1[c:3]([C:13](=[O:14])[O:15][CH2:16][CH3:17])[o:4][c:5]2[c:6]1[c:7]([O:11][CH3:12])[cH:8][cH:9][c:10]2[C:23]([c:19]1[s:18][cH:22][cH:21][cH:20]1)=[O:24]. Reactants: ClCC=1C(=NC=CC1)C (3-(Chloromethyl)-2-methylpyridine), [C-]#N.[Na+] (sodium cyanide), [Cl-].[NH4+] (ammonium chloride). The solvent is CN(C)C=O (DMF). Run at temperature 45 celsius, time 8 hour. Product: CC1=NC=CC=C1CC#N ((2-Methylpyridin-3-yl)acetonitrile). As a reaction SMILES: Cl[CH2:2][C:3]1[C:4]([CH3:9])=[N:5][CH:6]=[CH:7][CH:8]=1.[C-:10]#[N:11].[Na+].[Cl-].[NH4+]>CN(C=O)C>[CH3:9][C:4]1[C:3]([CH2:2][C:10]#[N:11])=[CH:8][CH:7]=[CH:6][N:5]=1 |f:1.2,3.4|. Procedure details: 970 mg (6.85 mmol) of the compound from Example 37A are initially introduced into 10 ml DMF, 336 mg (6.85 mmol) sodium cyanide are added and the mixture is stirred overnight at 45° C. The reaction mixture is introduced on to 75 ml saturated ammonium chloride solution and extracted several times with methylene chloride. The combined organic phases are dried over sodium sulfate, filtered and concentrated. The residue is purified by means of flash chromatography on silica gel (mobile phase: methyle...